This data is from the Open Reaction Database (ORD), a public repository of structured organic reaction records. The task is: describe an organic reaction: reactants, conditions, products, and yield Reactants: C(C)(=O)O (acetic acid), C(C)(=O)C1=C(C=O)C=CC=C1 (2-acetyl-benzaldehyde), CN1CCNCC1 (N-methyl piperazine), [BH-](OC(=O)C)(OC(=O)C)OC(=O)C.[Na+] (NaBH(OAc)3). Solvent: C(Cl)Cl (DCM), C(Cl)Cl (DCM). Run at time 1 hour. Yields the product CN1CCN(CC1)CC1=C(C=CC=C1)C(C)=O (1-[2-(4-methyl-piperazin-1-ylmethyl)-phenyl]-ethanone). The yield is 67.6%. Reaction SMILES: [C:1]([C:4]1[CH:11]=[CH:10][CH:9]=[CH:8][C:5]=1[CH:6]=O)(=[O:3])[CH3:2].[CH3:12][N:13]1[CH2:18][CH2:17][NH:16][CH2:15][CH2:14]1.[BH-](OC(C)=O)(OC(C)=O)OC(C)=O.[Na+].C(O)(=O)C>C(Cl)Cl>[CH3:12][N:13]1[CH2:18][CH2:17][N:16]([CH2:6][C:5]2[CH:8]=[CH:9][CH:10]=[CH:11][C:4]=2[C:1](=[O:3])[CH3:2])[CH2:15][CH2:14]1 |f:2.3|. Procedure details: A mixture of 2-acetyl-benzaldehyde (1 g, 6.75 mmol), N-methyl piperazine (878 mg, 8.76 mmol) and NaBH(OAc)3 (2.14 g, 10.12 mmol) in DCM (50 ml) was stirred at room temperature for 1 h and then acetic acid (526 mg, 8.76 mmol) was added. The resulting solution was stirred at room temperature overnight and then diluted with DCM and washed with 1 M Na2CO3. The organic phase was dried over Na2SO4 and evaporated in vacuo. The crude mixture was purified by column chromatography (eluent: DCM/MeOH/NH4OH ... The reactants are FC1=CC=C(C=C1)C(C)=O (4′-fluoroacetophenone), C=1C=CC2=C(C1)N=NN2O (HOBt), Cl.NCC(=O)N1CCC(CC1)OC1=CC(=CC=C1)C(F)(F)F (2-amino-1-[4-(3-trifluoromethyl-phenoxy)-piperidin-1-yl]-ethanone hydrochloride), CCN(C(C)C)C(C)C (DIPEA), FC1=CC=C(C=C1)C1=CC(=NO1)C(=O)O (5-(4-fluoro-phenyl)-isoxazole-3-carboxylic acid), Intermediate 25, CCN=C=NCCCN(C)C.Cl (EDCI.HCl). Solvent: CN(C)C=O (DMF), O (water). Run at time 8 hour. Yields the product O=C(CNC(=O)C1=NOC(=C1)C1=CC=C(C=C1)F)N1CCC(CC1)OC1=CC(=CC=C1)C(F)(F)F (5-(4-fluoro-phenyl)-isoxazole-3-carboxylic acid {2-oxo-2-[4-(3-trifluoromethyl-phenoxy)-piperidin-1-yl]-ethyl}-amide). The yield is 54.0%. RXN SMILES: CCN(C(C)C)C(C)C.[F:10][C:11]1[CH:16]=[CH:15][C:14]([C:17]2[O:21][N:20]=[C:19]([C:22]([OH:24])=O)[CH:18]=2)=[CH:13][CH:12]=1.FC1C=CC(C(=O)C)=CC=1.C1C=CC2N(O)N=NC=2C=1.CCN=C=NCCCN(C)C.Cl.Cl.[NH2:58][CH2:59][C:60]([N:62]1[CH2:67][CH2:66][CH:65]([O:68][C:69]2[CH:74]=[CH:73][CH:72]=[C:71]([C:75]([F:78])([F:77])[F:76])[CH:70]=2)[CH2:64][CH2:63]1)=[O:61]>CN(C=O)C.O>[O:61]=[C:60]([N:62]1[CH2:63][CH2:64][CH:65]([O:68][C:69]2[CH:74]=[CH:73][CH:72]=[C:71]([C:75]([F:78])([F:76])[F:77])[CH:70]=2)[CH2:66][CH2:67]1)[CH2:59][NH:58][C:22]([C:19]1[CH:18]=[C:17]([C:14]2[CH:13]=[CH:12][C:11]([F:10])=[CH:16][CH:15]=2)[O:21][N:20]=1)=[O:24] |f:4.5,6.7|. Procedure: DIPEA (131 mg, 1.0 mmol) was added to a stirred solution of 5-(4-fluoro-phenyl)-isoxazole-3-carboxylic acid (60 mg, 0.29 mmol) (prepared by the method used for the synthesis of Intermediate 25, starting from 4′-fluoroacetophenone) in DMF (2 mL) followed by HOBt (41 mg, 0.3 mmol) and EDCI.HCl (58 mg, 0.3 mmol). After 2 minutes 2-amino-1-[4-(3-trifluoromethyl-phenoxy)-piperidin-1-yl]-ethanone hydrochloride (125 mg, 0.37 mmol) (prepared according to Step 1 and 5 of the General Scheme) was added to ... Starting materials: CC(C)=O, Clc1ccnc(Cl)n1, Cl, [Na+], [OH-], O, O=C(O)c1cccc2cc(S)ccc12. Yields the product O=C(O)c1cccc2cc(Sc3ccnc(Cl)n3)ccc12. As a reaction SMILES: [CH3:26][C:27](=[O:28])[CH3:29].[Cl:1][c:2]1[n:3][cH:4][cH:5][c:6]([Cl:8])[n:7]1.[ClH:25].[Na+:24].[OH-:23].[OH2:30].[SH:9][c:10]1[cH:11][c:12]2[cH:13][cH:14][cH:15][c:16]([C:20](=[O:21])[OH:22])[c:17]2[cH:18][cH:19]1>>[Cl:1][c:2]1[n:3][cH:4][cH:5][c:6]([S:9][c:10]2[cH:11][c:12]3[cH:13][cH:14][cH:15][c:16]([C:20](=[O:21])[OH:22])[c:17]3[cH:18][cH:19]2)[n:7]1. The reactants are BrC1=CC=C(C=C1)C1=NC=2C(=NC=CC2)N1CC(=O)O (2-(4-bromophenyl)-3H-imidazo[4,5-b]pyridine-3-acetic acid), C(=O)(N1C=NC=C1)N1C=NC=C1 (1,1'-carbonyldiimidazole), C(C)N1CC(CC1)N (1-ethyl-3-aminopyrrolidine). Run in O1CCCC1 (tetrahydrofuran), O1CCCC1 (tetrahydrofuran). Reaction conditions: time 3 hour. The product is BrC1=CC=C(C=C1)C1=NC=2C(=NC=CC2)N1CC(=O)NC1CN(CC1)CC (2-(4-Bromophenyl)-N-(1-ethyl-3-pyrrolidinyl)-3H-imidazo[4,5-b]pyridine-3-acetamide). Yield: 71.7%. Reaction SMILES: [Br:1][C:2]1[CH:7]=[CH:6][C:5]([C:8]2[N:16]([CH2:17][C:18]([OH:20])=O)[C:11]3=[N:12][CH:13]=[CH:14][CH:15]=[C:10]3[N:9]=2)=[CH:4][CH:3]=1.C(N1C=CN=C1)(N1C=CN=C1)=O.[CH2:33]([N:35]1[CH2:39][CH2:38][CH:37]([NH2:40])[CH2:36]1)[CH3:34]>O1CCCC1>[Br:1][C:2]1[CH:3]=[CH:4][C:5]([C:8]2[N:16]([CH2:17][C:18]([NH:40][CH:37]3[CH2:38][CH2:39][N:35]([CH2:33][CH3:34])[CH2:36]3)=[O:20])[C:11]3=[N:12][CH:13]=[CH:14][CH:15]=[C:10]3[N:9]=2)=[CH:6][CH:7]=1. Procedure: A suspension of 2-(4-bromophenyl)-3H-imidazo[4,5-b]pyridine-3-acetic acid (5.0 g, 0.0151 mole), 1,1'-carbonyldiimidazole (2.45 g, 0.0151 mole), and anhydrous tetrahydrofuran (100 ml) was stirred at room temperature with a stream of nitrogen bubbling through it for 3 hours. The nitrogen flow was stopped and a solution of 1-ethyl-3-aminopyrrolidine (1.89 g, 0.0166 mole) in dry tetrahydrofuran (25 ml) was added. The solution was stirred at room temperature under nitrogen for 2 hours. The reaction m... Starting materials: O=C([O-])[O-], CCCN=C=O, Cc1cc(Oc2ccc([N+](=O)[O-])cc2C(F)(F)F)n[nH]1, CCOC(C)=O, Cl, [K+], [K+]. Product: CCCNC(=O)n1nc(Oc2ccc([N+](=O)[O-])cc2C(F)(F)F)cc1C. Reaction SMILES: [C:1](=[O:2])([O-:3])[O-:4].[CH2:7]([CH2:8][CH3:9])[N:10]=[C:11]=[O:12].[CH3:13][c:14]1[cH:15][c:16]([O:19][c:20]2[c:21]([C:29]([F:30])([F:31])[F:32])[cH:22][c:23]([N+:26](=[O:27])[O-:28])[cH:24][cH:25]2)[n:17][nH:18]1.[CH3:34][CH2:35][O:36][C:37](=[O:38])[CH3:39].[ClH:33].[K+:5].[K+:6]>>[CH2:7]([CH2:8][CH3:9])[NH:10][C:11](=[O:12])[n:18]1[c:14]([CH3:13])[cH:15][c:16]([O:19][c:20]2[c:21]([C:29]([F:30])([F:31])[F:32])[cH:22][c:23]([N+:26](=[O:27])[O-:28])[cH:24][cH:25]2)[n:17]1. Starting materials: CC(=O)O, COc1ccc(-c2cc3ccccc3cn2)cc1, I. Product: Oc1ccc(-c2cc3ccccc3cn2)cc1. As a reaction SMILES: [CH3:19][C:20](=[O:21])[OH:22].[CH3:1][O:2][c:3]1[cH:4][cH:5][c:6](-[c:9]2[n:10][cH:11][c:12]3[cH:13][cH:14][cH:15][cH:16][c:17]3[cH:18]2)[cH:7][cH:8]1.[IH:23]>>[OH:2][c:3]1[cH:4][cH:5][c:6](-[c:9]2[n:10][cH:11][c:12]3[cH:13][cH:14][cH:15][cH:16][c:17]3[cH:18]2)[cH:7][cH:8]1. Starting materials: P(=O)([O-])([O-])[O-] (phosphate), FC(S(=O)(=O)OS(=O)(=O)C(F)(F)F)(F)F (Trifluoromethanesulfonic anhydride), COC1=CC=2C=3C=C(C[C@@H](C3C(NC2C=C1)=O)C)OC ((S)-7,8-dihydro-2,9-dimethoxy-7-methyl-6(5H)-phenanthridinone), C(C)(C)(C)C1=NC(=CC=C1)C(C)(C)C (2.6-di-t-butylpyridine). The solvent is ClCCl (dichloromethane). Reaction conditions: temperature 23 celsius, time 15 minute. Product: FC(S(=O)(=O)OC=1N=C2C=CC(=CC2=C2C=C(C[C@@H](C12)C)OC)OC)(F)F ((S)-7,8-dihydro-2,9-dimethoxy-7-methyl-6-phenanthridinol trifluoromethanesulfonate). The yield is 86.6%. Reaction SMILES: [F:1][C:2]([F:15])([F:14])[S:3]([O:6]S(C(F)(F)F)(=O)=O)(=[O:5])=[O:4].[CH3:16][O:17][C:18]1[CH:31]=[CH:30][C:29]2[NH:28][C:27](=O)[C:26]3[C@@H:25]([CH3:33])[CH2:24][C:23]([O:34][CH3:35])=[CH:22][C:21]=3[C:20]=2[CH:19]=1.C(C1C=CC=C(C(C)(C)C)N=1)(C)(C)C.P([O-])([O-])([O-])=O>ClCCl>[F:1][C:2]([F:15])([F:14])[S:3]([O:6][C:27]1[N:28]=[C:29]2[C:20](=[C:21]3[C:26]=1[C@@H:25]([CH3:33])[CH2:24][C:23]([O:34][CH3:35])=[CH:22]3)[CH:19]=[C:18]([O:17][CH3:16])[CH:31]=[CH:30]2)(=[O:5])=[O:4]. Reported procedure: Trifluoromethanesulfonic anhydride (3.80 mL, 22.4 mmol, 1.10 equiv) was added via syringe to a suspension of (S)-7,8-dihydro-2,9-dimethoxy-7-methyl-6(5H)-phenanthridinone (10, 5.52 g, 20.3 mmol, 1 equiv) and 2.6-di-t-butylpyridine (6.10 mL, 27.1 mmol, 1.33 equiv) in dichloromethane (400 mL) at -78° C. The cold suspension was allowed to warm to 23° C. over 30) min and was stirred at that temperature for 15 min. Solids were observed to dissolve as the reaction proceeded. The reaction mixture was p... Starting materials: C(C)OC(=O)COCCCCCOCC1=CC=CC=C1 (benzyl 5-ethoxycarbonylmethoxypentyl ether). The reagents and catalysts are [Pd] (Pd/C). Run in O1CCCC1 (tetrahydrofuran). Yields the product C(C)OC(=O)COCCCCCO (5-ethoxycarbonylmethoxypentanol). Reaction SMILES: [CH2:1]([O:3][C:4]([CH2:6][O:7][CH2:8][CH2:9][CH2:10][CH2:11][CH2:12][O:13]CC1C=CC=CC=1)=[O:5])[CH3:2]>O1CCCC1.[Pd]>[CH2:1]([O:3][C:4]([CH2:6][O:7][CH2:8][CH2:9][CH2:10][CH2:11][CH2:12][OH:13])=[O:5])[CH3:2]. Procedure: 58 g (0.21 mol) of benzyl 5-ethoxycarbonylmethoxypentyl ether am dissolved in 580 ml of tetrahydrofuran and the solution is hydrogenate under normal pressure at room temperature by addition of 5.8 g of 10% Pd/C as catalyst. Upon cessation of hydrogenation, the catalyst is removed by filtration and the filtrate is concentrated by evaporation. Distillation of the residue gives 5-ethoxycarbonylmethoxypentanol as a colourless liquid of b.p. 107°-111° C./2.10-2 torr. Reactants: COCCCN1CCOc2ccc(COC3CN(C(=O)OCc4ccccc4)CCC3c3ccc(OS(=O)(=O)C(F)(F)F)cc3)cc21, NCCCOc1cc(F)ccc1F, [Na+], C1COCCO1, O=C([O-])O. Yields the product COCCCN1CCOc2ccc(COC3CN(C(=O)OCc4ccccc4)CCC3c3ccc(NCCCOc4cc(F)ccc4F)cc3)cc21. RXN SMILES: [CH3:1][O:2][CH2:3][CH2:4][CH2:5][N:6]1[CH2:7][CH2:8][O:9][c:10]2[c:11]1[cH:12][c:13]([CH2:16][O:17][CH:18]1[CH2:19][N:20]([C:38](=[O:39])[O:40][CH2:41][c:42]3[cH:43][cH:44][cH:45][cH:46][cH:47]3)[CH2:21][CH2:22][CH:23]1[c:24]1[cH:25][cH:26][c:27]([O:30][S:31]([C:32]([F:33])([F:34])[F:35])(=[O:36])=[O:37])[cH:28][cH:29]1)[cH:14][cH:15]2.[F:48][c:49]1[c:50]([O:51][CH2:52][CH2:53][CH2:54][NH2:55])[cH:56][c:57]([F:60])[cH:58][cH:59]1.[Na+:61].[O:66]1[CH2:67][CH2:68][O:69][CH2:70][CH2:71]1.[OH:62][C:63](=[O:64])[O-:65]>>[CH3:1][O:2][CH2:3][CH2:4][CH2:5][N:6]1[CH2:7][CH2:8][O:9][c:10]2[c:11]1[cH:12][c:13]([CH2:16][O:17][CH:18]1[CH2:19][N:20]([C:38](=[O:39])[O:40][CH2:41][c:42]3[cH:43][cH:44][cH:45][cH:46][cH:47]3)[CH2:21][CH2:22][CH:23]1[c:24]1[cH:25][cH:26][c:27]([NH:55][CH2:54][CH2:53][CH2:52][O:51][c:50]3[c:49]([F:48])[cH:59][cH:58][c:57]([F:60])[cH:56]3)[cH:28][cH:29]1)[cH:14][cH:15]2. The reactants are C(C)(C)(C)OC(N(C=1C=2N(C=CN1)C(=CN2)C2=NC(=NC=C2)SC)C)=O (methyl-[3-(2-methylsulfanyl-pyrimidin-4-yl)-imidazo[1,2-a]pyrazin-8-yl]-carbamic acid tert-butyl ester), NC1=CC=CC=C1 (aniline). The product is CNC=1C=2N(C=CN1)C(=CN2)C2=NC(=NC=C2)NC2=CC=CC=C2 (Methyl-[3-(2-phenylamino-pyrimidin-4-yl)-imidazo[1,2-a]pyrazin-8-yl]-amine). Reaction SMILES: C(OC(=O)[N:7]([CH3:25])[C:8]1[C:9]2[N:10]([C:14]([C:17]3[CH:22]=[CH:21][N:20]=[C:19](SC)[N:18]=3)=[CH:15][N:16]=2)[CH:11]=[CH:12][N:13]=1)(C)(C)C.[NH2:27][C:28]1[CH:33]=[CH:32][CH:31]=[CH:30][CH:29]=1>>[CH3:25][NH:7][C:8]1[C:9]2[N:10]([C:14]([C:17]3[CH:22]=[CH:21][N:20]=[C:19]([NH:27][C:28]4[CH:33]=[CH:32][CH:31]=[CH:30][CH:29]=4)[N:18]=3)=[CH:15][N:16]=2)[CH:11]=[CH:12][N:13]=1. Reported procedure: Methyl-[3-(2-phenylamino-pyrimidin-4-yl)-imidazo[1,2-a]pyrazin-8-yl]-amine was prepared by a process analogous to that described in Example 12 starting from methyl-[3-(2-methylsulfanyl-pyrimidin-4-yl)-imidazo[1,2-a]pyrazin-8-yl]-carbamic acid tert-butyl ester (from Example 8 supra), and aniline. LC-MS: [M+H]+ 318.2.